Task: describe an organic reaction: reactants, conditions, products, and yield. Dataset: the Open Reaction Database (ORD), a public repository of structured organic reaction records The reactants are CS(=O)(=O)Cl, Nc1cccc2oc(C(=O)Nc3ccc(Cl)cn3)c(NC(=O)C3CCC(N4CCCC4=O)CC3)c12, O, c1ccncc1. Yields the product CS(=O)(=O)Nc1cccc2oc(C(=O)Nc3ccc(Cl)cn3)c(NC(=O)C3CCC(N4CCCC4=O)CC3)c12. RXN SMILES: [CH3:36][S:37]([Cl:38])(=[O:39])=[O:40].[NH2:1][c:2]1[cH:3][cH:4][cH:5][c:6]2[c:7]1[c:8]([NH:21][C:22](=[O:23])[CH:24]1[CH2:25][CH2:26][CH:27]([N:30]3[C:31](=[O:35])[CH2:32][CH2:33][CH2:34]3)[CH2:28][CH2:29]1)[c:9]([C:11](=[O:12])[NH:13][c:14]1[n:15][cH:16][c:17]([Cl:20])[cH:18][cH:19]1)[o:10]2.[OH2:41].[cH:42]1[cH:43][cH:44][n:45][cH:46][cH:47]1>>[NH:1]([c:2]1[cH:3][cH:4][cH:5][c:6]2[c:7]1[c:8]([NH:21][C:22](=[O:23])[CH:24]1[CH2:25][CH2:26][CH:27]([N:30]3[C:31](=[O:35])[CH2:32][CH2:33][CH2:34]3)[CH2:28][CH2:29]1)[c:9]([C:11](=[O:12])[NH:13][c:14]1[n:15][cH:16][c:17]([Cl:20])[cH:18][cH:19]1)[o:10]2)[S:37]([CH3:36])(=[O:39])=[O:40]. Product: CS(=O)(=O)Nc1cc(Br)cc(C(=O)c2cccnc2)c1. As a reaction SMILES: [CH3:23][S:24]([Cl:25])(=[O:26])=[O:27].[Cl:28][CH:29]([Cl:30])[CH3:31].[NH2:1][c:2]1[cH:3][c:4]([C:9](=[O:10])[c:11]2[cH:12][n:13][cH:14][cH:15][cH:16]2)[cH:5][c:6]([Br:8])[cH:7]1.[cH:17]1[cH:18][cH:19][n:20][cH:21][cH:22]1>>[NH:1]([c:2]1[cH:3][c:4]([C:9](=[O:10])[c:11]2[cH:12][n:13][cH:14][cH:15][cH:16]2)[cH:5][c:6]([Br:8])[cH:7]1)[S:24]([CH3:23])(=[O:26])=[O:27]. The reactants are CS(=O)(=O)Cl, CC(Cl)Cl, Nc1cc(Br)cc(C(=O)c2cccnc2)c1, c1ccncc1. Reported procedure: In the manner described in Example 1-2), 6,7,8,9-tetrahydro-2H-pyrido[1,2-a]-1,3,5-triazine-2,4(3H)-dione obtained in Example 1-1) and 4-(4-fluorobenzoyl)-1-(1-phenyl-2-hydroxyethyl)piperidine were condensed in N,N-dimethylformamide in the presence of triphenylphosphine and diethyl azodicarboxylate to obtain the entitled compound as a colorless oily substance. Solvent: CN(C=O)C (N,N-dimethylformamide). Product: C1(=CC=CC=C1)C(CN1C(N=C2N(C1=O)CCCC2)=O)N2CCC(CC2)C(C2=CC=C(C=C2)F)=O (3-[2-Phenyl-2-[4-(4-fluorobenzoyl)piperidin-1-yl]ethyl]-6,7,8,9-tetrahydro-2H-pyrido[1,2-a]-1,3,5-triazine-2,4(3H)-dione). Reactants: N1=C2N(C(NC1=O)=O)CCCC2 (6,7,8,9-tetrahydro-2H-pyrido[1,2-a]-1,3,5-triazine-2,4(3H)-dione), FC1=CC=C(C(=O)C2CCN(CC2)C(CO)C2=CC=CC=C2)C=C1 (4-(4-fluorobenzoyl)-1-(1-phenyl-2-hydroxyethyl)piperidine), C1(=CC=CC=C1)P(C1=CC=CC=C1)C1=CC=CC=C1 (triphenylphosphine), N(=NC(=O)OCC)C(=O)OCC (diethyl azodicarboxylate). RXN SMILES: [N:1]1[C:6](=[O:7])[NH:5][C:4](=[O:8])[N:3]2[CH2:9][CH2:10][CH2:11][CH2:12][C:2]=12.[F:13][C:14]1[CH:36]=[CH:35][C:17]([C:18]([CH:20]2[CH2:25][CH2:24][N:23]([CH:26]([C:29]3[CH:34]=[CH:33][CH:32]=[CH:31][CH:30]=3)[CH2:27]O)[CH2:22][CH2:21]2)=[O:19])=[CH:16][CH:15]=1.C1(P(C2C=CC=CC=2)C2C=CC=CC=2)C=CC=CC=1.N(C(OCC)=O)=NC(OCC)=O>CN(C)C=O>[C:29]1([CH:26]([N:23]2[CH2:22][CH2:21][CH:20]([C:18](=[O:19])[C:17]3[CH:16]=[CH:15][C:14]([F:13])=[CH:36][CH:35]=3)[CH2:25][CH2:24]2)[CH2:27][N:5]2[C:4](=[O:8])[N:3]3[CH2:9][CH2:10][CH2:11][CH2:12][C:2]3=[N:1][C:6]2=[O:7])[CH:34]=[CH:33][CH:32]=[CH:31][CH:30]=1. Reactants: P(Cl)(Cl)(Cl)(Cl)Cl (phosphorus pentachloride), C1(=CC=CC=C1)C(=CC(=O)O)C1=CC=CC=C1 (3,3-diphenylacrylic acid). The solvent is C(Cl)Cl (methylene chloride). Conditions: time 1 hour. Yields the product C1(=CC=CC=C1)C(=CC(=O)Cl)C1=CC=CC=C1 (3,3-Diphenylacryloyl chloride). RXN SMILES: P(Cl)(Cl)(Cl)(Cl)[Cl:2].[C:7]1([C:13]([C:18]2[CH:23]=[CH:22][CH:21]=[CH:20][CH:19]=2)=[CH:14][C:15](O)=[O:16])[CH:12]=[CH:11][CH:10]=[CH:9][CH:8]=1>C(Cl)Cl>[C:7]1([C:13]([C:18]2[CH:23]=[CH:22][CH:21]=[CH:20][CH:19]=2)=[CH:14][C:15]([Cl:2])=[O:16])[CH:12]=[CH:11][CH:10]=[CH:9][CH:8]=1. Procedure: 4.164 g of phosphorus pentachloride were added to 90 ml of a methylene chloride solution containing 4.485 g of 3,3-diphenylacrylic acid, which had previously been cooled at 0°-5° C. The reaction mixture was then stirred for one hour at room temperature, after which the solvent was distilled off under reduced pressure. The resulting residue was dissolved in 50 ml of toluene, and then the solvent was once again distilled off under reduced pressure. This procedure comprising dissolution and distill... Reactants: CC(=O)O[BH-](OC(C)=O)OC(C)=O, CC(=O)O, C=O, CNC(=O)C(C)(C)NCc1cc2c(Nc3cccc(Cl)c3F)ncnc2cc1OC, ClCCl, [Na+]. Yields the product CNC(=O)C(C)(C)N(C)Cc1cc2c(Nc3cccc(Cl)c3F)ncnc2cc1OC. Reaction SMILES: [C:1]([O:2][BH-:3]([O:4][C:5](=[O:6])[CH3:7])[O:8][C:9](=[O:10])[CH3:11])(=[O:12])[CH3:13].[C:50]([OH:51])(=[O:52])[CH3:53].[CH2:45]=[O:46].[Cl:15][c:16]1[c:17]([F:44])[c:18]([NH:22][c:23]2[n:24][cH:25][n:26][c:27]3[cH:28][c:29]([O:42][CH3:43])[c:30]([CH2:33][NH:34][C:35]([CH3:36])([C:37](=[O:38])[NH:39][CH3:40])[CH3:41])[cH:31][c:32]23)[cH:19][cH:20][cH:21]1.[Cl:47][CH2:48][Cl:49].[Na+:14]>>[CH3:1][N:34]([CH2:33][c:30]1[c:29]([O:42][CH3:43])[cH:28][c:27]2[n:26][cH:25][n:24][c:23]([NH:22][c:18]3[c:17]([F:44])[c:16]([Cl:15])[cH:21][cH:20][cH:19]3)[c:32]2[cH:31]1)[C:35]([CH3:36])([C:37](=[O:38])[NH:39][CH3:40])[CH3:41]. Reported procedure: L-adenosine was prepared starting from L-arabinose according to Holý and Sorm (Collect. Czech. Chem. Commun. 34 (1969), 3383-3401) via benzyl-β-L-arabinopyranoside and transformation into 2-O-tosyl-5-O-trityl-L-arabinose. For the synthesis of L-uridine, at first the 2,2′-O-anhydro-L-uridine was depicted from L-arabinose according to Holý (Collect. Czech. Chem. Commun. 37 (1972), 4072-4087). Subsequently, it was benzoylated to the 3′,5′-di-O-benzoyl-derivative according to Holý (Collect. Czech. C... The reactants are D-nucleosides, peracylated pentose, O=C[C@@H](O)[C@@H](O)[C@@H](O)CO (L-ribose), 2-N-acetyl-6-O-diphenylcarbamoylguanine, C1=NC2=C(N1[C@@H]3[C@H]([C@H]([C@@H](O3)CO)O)O)NC(=NC2=O)N (L-guanosine). Reaction SMILES: C1N([C@H]2O[C@@H](CO)[C@H](O)[C@@H]2O)C2NC(N)=NC(=O)C=2N=1.[O:21]=[CH:22][C@H:23]([C@H:25]([C@H:27]([CH2:29][OH:30])[OH:28])[OH:26])[OH:24]>>[O:21]=[CH:22][C@@H:23]([C@H:25]([C@H:27]([CH2:29][OH:30])[OH:28])[OH:26])[OH:24]. Product: O=C[C@H](O)[C@@H](O)[C@@H](O)CO (L-arabinose).